This data is from the Open Reaction Database (ORD), a public repository of structured organic reaction records. The task is: describe an organic reaction: reactants, conditions, products, and yield Reactants: [Br-], CC(C)(C)N, O=c1cc(-c2ccc(OCc3ccccc3)c(OCc3ccccc3)c2)oc2cc(OCC3CO3)ccc12, CO, [K+]. Yields the product CC(C)(C)NCC(O)COc1ccc2c(=O)cc(-c3ccc(OCc4ccccc4)c(OCc4ccccc4)c3)oc2c1. RXN SMILES: [Br-:44].[C:39]([CH3:40])([CH3:41])([CH3:42])[NH2:43].[CH2:1]([c:2]1[cH:3][cH:4][cH:5][cH:6][cH:7]1)[O:8][c:9]1[cH:10][c:11](-[c:12]2[o:13][c:14]3[cH:15][c:16]([O:23][CH2:24][CH:25]4[CH2:26][O:27]4)[cH:17][cH:18][c:19]3[c:20](=[O:22])[cH:21]2)[cH:28][cH:29][c:30]1[O:31][CH2:32][c:33]1[cH:34][cH:35][cH:36][cH:37][cH:38]1.[CH3:46][OH:47].[K+:45]>>[CH2:1]([c:2]1[cH:3][cH:4][cH:5][cH:6][cH:7]1)[O:8][c:9]1[cH:10][c:11](-[c:12]2[o:13][c:14]3[cH:15][c:16]([O:23][CH2:24][CH:25]([CH2:26][NH:43][C:39]([CH3:40])([CH3:41])[CH3:42])[OH:27])[cH:17][cH:18][c:19]3[c:20](=[O:22])[cH:21]2)[cH:28][cH:29][c:30]1[O:31][CH2:32][c:33]1[cH:34][cH:35][cH:36][cH:37][cH:38]1. Starting materials: ClC(Cl)(Cl)Cl, CC(C)(C#N)N=NC(C)(C)C#N, O=C1CCC(=O)N1Br, Cc1nc2c(=O)n(-c3ccc(Cl)cc3)c(-c3ccc(-c4ccccc4)cc3)nc2n1-c1ccccc1. The product is O=c1c2nc(CBr)n(-c3ccccc3)c2nc(-c2ccc(-c3ccccc3)cc2)n1-c1ccc(Cl)cc1. As a reaction SMILES: [Cl:57][C:58]([Cl:59])([Cl:60])[Cl:61].[N:45]#[C:46][C:47]([N:48]=[N:49][C:50]([C:51]#[N:52])([CH3:53])[CH3:54])([CH3:55])[CH3:56].[O:37]=[C:38]1[N:39]([Br:44])[C:40](=[O:41])[CH2:42][CH2:43]1.[c:1]1(-[c:31]2[cH:32][cH:33][cH:34][cH:35][cH:36]2)[cH:2][cH:3][c:4](-[c:7]2[n:8](-[c:24]3[cH:25][cH:26][c:27]([Cl:30])[cH:28][cH:29]3)[c:9](=[O:23])[c:10]3[n:11][c:12]([CH3:22])[n:13](-[c:16]4[cH:17][cH:18][cH:19][cH:20][cH:21]4)[c:14]3[n:15]2)[cH:5][cH:6]1>>[c:1]1(-[c:31]2[cH:32][cH:33][cH:34][cH:35][cH:36]2)[cH:2][cH:3][c:4](-[c:7]2[n:8](-[c:24]3[cH:25][cH:26][c:27]([Cl:30])[cH:28][cH:29]3)[c:9](=[O:23])[c:10]3[n:11][c:12]([CH2:22][Br:44])[n:13](-[c:16]4[cH:17][cH:18][cH:19][cH:20][cH:21]4)[c:14]3[n:15]2)[cH:5][cH:6]1. The solvent is C(Cl)Cl (CH2Cl2). Product: CC1(CC=C(CC1)C1=C(C=CC(=C1)CCS(NC)(=O)=O)NC(=O)C=1NC=C(N1)C#N)C (4-Cyano-1H-imidazole-2-carboxylic acid [2-(4,4-dimethyl-cyclohex-1-enyl)-4-(2-methylsulfamoyl-ethyl)-phenyl]-amide). The reactants are CO (MeOH), CO (MeOH), C(=O)(C(F)(F)F)O (TFA), CC1(CC=C(CC1)C1=C(C=CC(=C1)CCS(NC)(=O)=O)NC(=O)C=1N(C=C(N1)C#N)COCC[Si](C)(C)C)C (4-cyano-1-(2-trimethylsilanyl-ethoxymethyl)-1H-imidazole-2-carboxylic acid [2-(4,4-dimethyl-cyclohex-1-enyl)-4-(2-methylsulfamoyl-ethyl)-phenyl]-amide). Procedure: A solution of 97.0 mg (0.170 mmol) of 4-cyano-1-(2-trimethylsilanyl-ethoxymethyl)-1H-imidazole-2-carboxylic acid [2-(4,4-dimethyl-cyclohex-1-enyl)-4-(2-methylsulfamoyl-ethyl)-phenyl]-amide (as prepared in the previous step) in CH2Cl2 (30 mL) was treated with MeOH (1 mL) and TFA (10 mL) at RT for 1 h. MeOH (10 mL) was added and the solvents were removed in vacuo. The residue was purified by RP-HPLC (C18) with 40-100% CH3CN in 0.1% TFA/H2O over 30 min to afford 19.8 mg (26%) of the title compound ... As a reaction SMILES: [CH3:1][C:2]1([CH3:39])[CH2:7][CH2:6][C:5]([C:8]2[CH:13]=[C:12]([CH2:14][CH2:15][S:16](=[O:20])(=[O:19])[NH:17][CH3:18])[CH:11]=[CH:10][C:9]=2[NH:21][C:22]([C:24]2[N:25](COCC[Si](C)(C)C)[CH:26]=[C:27]([C:29]#[N:30])[N:28]=2)=[O:23])=[CH:4][CH2:3]1.CO.C(O)(C(F)(F)F)=O>C(Cl)Cl>[CH3:1][C:2]1([CH3:39])[CH2:7][CH2:6][C:5]([C:8]2[CH:13]=[C:12]([CH2:14][CH2:15][S:16](=[O:20])(=[O:19])[NH:17][CH3:18])[CH:11]=[CH:10][C:9]=2[NH:21][C:22]([C:24]2[NH:25][CH:26]=[C:27]([C:29]#[N:30])[N:28]=2)=[O:23])=[CH:4][CH2:3]1. Yield: 26.4%.